Dataset: the Open Reaction Database (ORD), a public repository of structured organic reaction records. Task: describe an organic reaction: reactants, conditions, products, and yield Reactants: CC(=O)ON1C(=O)c2ccccc2C1=O, CC(=O)[O-], CC(=O)[O-], CC(=O)[O-], CC(=O)[O-], CC(=O)O, O=Cc1cccnc1, [Co+2], [Mn+2]. Yields the product O=C(O)c1cccnc1. Reaction SMILES: [C:1]([O:2][N:4]1[C:5](=[O:6])[c:7]2[cH:8][cH:9][cH:10][cH:11][c:12]2[C:13]1=[O:14])(=[O:3])[CH3:15].[C:28]([O-:29])(=[O:30])[CH3:31].[C:33]([O-:34])(=[O:35])[CH3:36].[C:37]([O-:38])(=[O:39])[CH3:40].[C:42]([O-:43])(=[O:44])[CH3:45].[CH3:24][C:25](=[O:26])[OH:27].[CH:16]([c:17]1[cH:18][n:19][cH:20][cH:21][cH:22]1)=[O:23].[Co+2:32].[Mn+2:41]>>[O:3]=[C:16]([c:17]1[cH:18][n:19][cH:20][cH:21][cH:22]1)[OH:23].